From a dataset of the Open Reaction Database (ORD), a public repository of structured organic reaction records. describe an organic reaction: reactants, conditions, products, and yield Reactants: C(C)(C)(C)[Si](N1C=CC=2C1=NC=C(C2)SCC)(C)C (1-(tert-butyl-dimethyl-silanyl)-5-ethylsulfanyl-1H-pyrrolo[2,3-b]pyridine), [F-].C(CCC)[N+](CCCC)(CCCC)CCCC (tetrabutylammonium fluoride), O1CCCC1 (tetrahydrofuran). Solvent: [Cl-].[Na+].O (brine). Yields the product C(C)SC=1C=C2C(=NC1)NC=C2 (5-ethylsulfanyl-1H-pyrrolo[2,3-b]pyridine). Yield: 38.8%. As a reaction SMILES: C([Si](C)(C)[N:6]1[C:10]2=[N:11][CH:12]=[C:13]([S:15][CH2:16][CH3:17])[CH:14]=[C:9]2[CH:8]=[CH:7]1)(C)(C)C.[F-].C([N+](CCCC)(CCCC)CCCC)CCC.O1CCCC1>[Cl-].[Na+].O>[CH2:16]([S:15][C:13]1[CH:14]=[C:9]2[CH:8]=[CH:7][NH:6][C:10]2=[N:11][CH:12]=1)[CH3:17] |f:1.2,4.5.6|. Procedure: A mixture of 1-(tert-butyl-dimethyl-silanyl)-5-ethylsulfanyl-1H-pyrrolo[2,3-b]pyridine (2.5 g, 8.68 mmol) and a solution of tetrabutylammonium fluoride in tetrahydrofuran (1 M, 9.11 mL, 9.11 mmol) was stirred for 2 h at room temperature. The mixture was poured into brine (15 mL), extracted with ethyl acetate (2×50 mL), washed with a saturated aqueous ammonium chloride solution (3×20 mL), dried over anhydrous sodium sulfate and then concentrated in vacuo. Purification by flash column chromatograp...